This data is from the Open Reaction Database (ORD), a public repository of structured organic reaction records. The task is: describe an organic reaction: reactants, conditions, products, and yield Starting materials: C(CCCCCC)NCCC1=CC=C(OC(C(=O)OCC)(C)C)C=C1 (Ethyl 2-[4-(heptylaminoethyl)phenoxy]-2-methylpropionate), COC1=C(C=CC(=C1)OC)N=C=O (2,4-dimethoxyphenylisocyanate). The solvent is C(Cl)Cl (CH2Cl2). Reaction conditions: time 17 hour. The product is COC1=C(C=CC(=C1)OC)NC(N(CCCCCCC)CCC1=CC=C(OC(C(=O)OCC)(C)C)C=C1)=O (Ethyl 2-(4-{2-[3-(2,4-dimethoxyphenyl)-1-heptylureido]ethyl}phenoxy)-2-methylpropionate), oil. Reaction SMILES: [CH2:1]([NH:8][CH2:9][CH2:10][C:11]1[CH:25]=[CH:24][C:14]([O:15][C:16]([CH3:23])([CH3:22])[C:17]([O:19][CH2:20][CH3:21])=[O:18])=[CH:13][CH:12]=1)[CH2:2][CH2:3][CH2:4][CH2:5][CH2:6][CH3:7].[CH3:26][O:27][C:28]1[CH:33]=[C:32]([O:34][CH3:35])[CH:31]=[CH:30][C:29]=1[N:36]=[C:37]=[O:38]>C(Cl)Cl>[CH3:26][O:27][C:28]1[CH:33]=[C:32]([O:34][CH3:35])[CH:31]=[CH:30][C:29]=1[NH:36][C:37](=[O:38])[N:8]([CH2:9][CH2:10][C:11]1[CH:12]=[CH:13][C:14]([O:15][C:16]([CH3:23])([CH3:22])[C:17]([O:19][CH2:20][CH3:21])=[O:18])=[CH:24][CH:25]=1)[CH2:1][CH2:2][CH2:3][CH2:4][CH2:5][CH2:6][CH3:7]. Reported procedure: The product from step (d) (2.1 g) and 2,4-dimethoxyphenylisocyanate (1.1 g, Aldrich) were dissolved in CH2Cl2 (50 ml). The resulting solution was stirred at room temperature for 17 hours and then evaporated in vacuo. The residue was flash chromatographed through a silica column using hexanes/CH2C1 /EtOAc (50:25:25) as eluant to give the desired product as a very light brown oil (2.0 g). Starting materials: CC(C)(C)OC(=O)N1CCc2cc(NC(=O)c3ccccc3)ccc21, CI, [H-], [Na+], [Na+], O=C([O-])O, CN(C)C=O. Yields the product CN(C(=O)c1ccccc1)c1ccc2c(c1)CCN2C(=O)OC(C)(C)C. RXN SMILES: [C:3]([CH3:4])([CH3:5])([CH3:6])[O:7][C:8](=[O:9])[N:10]1[CH2:11][CH2:12][c:13]2[cH:14][c:15]([NH:19][C:20]([c:21]3[cH:22][cH:23][cH:24][cH:25][cH:26]3)=[O:27])[cH:16][cH:17][c:18]21.[CH3:28][I:29].[H-:1].[Na+:2].[Na+:39].[O-:35][C:36]([OH:37])=[O:38].[O:30]=[CH:31][N:32]([CH3:33])[CH3:34]>>[C:3]([CH3:4])([CH3:5])([CH3:6])[O:7][C:8](=[O:9])[N:10]1[CH2:11][CH2:12][c:13]2[cH:14][c:15]([N:19]([C:20]([c:21]3[cH:22][cH:23][cH:24][cH:25][cH:26]3)=[O:27])[CH3:28])[cH:16][cH:17][c:18]21. Starting materials: C(C)(C)(C)OC(=O)N(C(CC1=CC2=C(OC(O2)(C(=O)O)C(=O)O)C=C1)C)CC(O)C1=CC(=CC=C1)Cl (5-(2-{tert-butoxycarbonyl-[2-(3-chloro-phenyl)-2-hydroxy-ethyl]-amino}-propyl)-benzo[1,3]dioxole-2,2-dicarboxylic acid), BrC(C(=O)OCC)C (ethyl 2-bromopropionate). Yields the product C(C)OC(=O)C(C)OC(=O)C1(OC2=C(O1)C=CC(=C2)CC(C)N(CC(O)C2=CC(=CC=C2)Cl)C(=O)OC(C)(C)C)C(=O)OC(C)C(=O)OCC (5-(2-{tert-Butoxycarbonyl-[2-(3-chloro-phenyl)-2-hydroxy-ethyl]-amino}-propyl)-benzo[1,3]dioxole-2,2-dicarboxylic acid bis-(1-ethoxycarbonyl-ethyl) ester). RXN SMILES: [C:1]([O:5][C:6]([N:8]([CH2:27][CH:28]([C:30]1[CH:35]=[CH:34][CH:33]=[C:32]([Cl:36])[CH:31]=1)[OH:29])[CH:9]([CH3:26])[CH2:10][C:11]1[CH:25]=[CH:24][C:14]2[O:15][C:16]([C:21]([OH:23])=[O:22])([C:18]([OH:20])=[O:19])[O:17][C:13]=2[CH:12]=1)=[O:7])([CH3:4])([CH3:3])[CH3:2].Br[CH:38]([CH3:44])[C:39]([O:41][CH2:42][CH3:43])=[O:40]>>[CH2:42]([O:41][C:39]([CH:38]([O:19][C:18]([C:16]1([C:21]([O:23][CH:38]([C:39]([O:41][CH2:42][CH3:43])=[O:40])[CH3:44])=[O:22])[O:15][C:14]2[CH:24]=[CH:25][C:11]([CH2:10][CH:9]([N:8]([C:6]([O:5][C:1]([CH3:2])([CH3:3])[CH3:4])=[O:7])[CH2:27][CH:28]([C:30]3[CH:35]=[CH:34][CH:33]=[C:32]([Cl:36])[CH:31]=3)[OH:29])[CH3:26])=[CH:12][C:13]=2[O:17]1)=[O:20])[CH3:44])=[O:40])[CH3:43]. Reported procedure: The title compound was prepared from 5-(2-{tert-butoxycarbonyl-[2-(3-chloro-phenyl)-2-hydroxy-ethyl]-amino}-propyl)-benzo[1,3]dioxole-2,2-dicarboxylic acid and ethyl 2-bromopropionate according to the procedure of Example 24, Step 3 as a colorless oil; 1H NMR (300 MHz, CDCl3): δ 1.15-1.30 (complex m, 9H), 1.40 (brs, 9H), 1.52-1.69 (m, 6H), 2.47-2.58 (m, 1H), 2.58-2.70 (m, 1H), 3.05-3.16 (m, 1H), 3.42-3.54 (m, 1H), 4.05-4.30 (complexm, 5H), 4.77 (m, 1H), 5.19-5.30 (m, 2H), 5.49 (brs, 1H), 6.57-6.... Starting materials: C(C)C1C(CC(C(C(OC(C2CCCCN2C(C(C2(C(CC(C(C(CC(C(C(=C1)C)F)C)OC)O2)OC)C)O)=O)=O)=O)C(=CC2CC(C(CC2)OCCOCC2=CC=CC=C2)OC)C)C)O[Si](C)(C)C(C)(C)C)=O (17-ethyl-20-fluoro-1-hydroxy-14-(tert-butyldimethylsiloxy)-12-[2'-(4"-(2-benzyloxyethoxy)-3"-methoxycyclohexyl)-1'-methylvinyl]-23,25-dimethoxy-13,19,21,27-tetramethyl-11,28-dioxa-4-azatricyclo[22.3.1.04,9 ]octacos-18-ene-2,3,10,16tetraone). Run in C(C)#N (acetonitrile), C(C)#N (acetonitrile), C(C)(=O)OCC (ethyl acetate). Reaction conditions: time 2.5 hour. Product: C(C)C1C(CC(C(C(OC(C2CCCCN2C(C(C2(C(CC(C(C(CC(C(C(=C1)C)F)C)OC)O2)OC)C)O)=O)=O)=O)C(=CC2CC(C(CC2)OCCOCC2=CC=CC=C2)OC)C)C)O)=O (17-Ethyl-20-fluoro-1,14-dihydroxy-12-[2'-(4"-(2-benzyloxyethoxy)-3"-methoxycyclohexyl)-1'-methylvinyl]-23,25-dimethoxy-13,19,21,27-tetramethyl-11,28-dioxa-4-azatricyclo[22.3.1.04,9 ]octacos-18-ene-2,3,10,16tetraone). Reaction SMILES: [CH2:1]([CH:3]1[CH:29]=[C:28]([CH3:30])[CH:27]([F:31])[CH:26]([CH3:32])[CH2:25][CH:24]([O:33][CH3:34])[CH:23]2[O:35][C:19]([OH:39])([CH:20]([CH3:38])[CH2:21][CH:22]2[O:36][CH3:37])[C:18](=[O:40])[C:17](=[O:41])[N:16]2[CH:11]([CH2:12][CH2:13][CH2:14][CH2:15]2)[C:10](=[O:42])[O:9][CH:8]([C:43]([CH3:64])=[CH:44][CH:45]2[CH2:50][CH2:49][CH:48]([O:51][CH2:52][CH2:53][O:54][CH2:55][C:56]3[CH:61]=[CH:60][CH:59]=[CH:58][CH:57]=3)[CH:47]([O:62][CH3:63])[CH2:46]2)[CH:7]([CH3:65])[CH:6]([O:66][Si](C(C)(C)C)(C)C)[CH2:5][C:4]1=[O:74])[CH3:2]>C(#N)C.C(OCC)(=O)C>[CH2:1]([CH:3]1[CH:29]=[C:28]([CH3:30])[CH:27]([F:31])[CH:26]([CH3:32])[CH2:25][CH:24]([O:33][CH3:34])[CH:23]2[O:35][C:19]([OH:39])([CH:20]([CH3:38])[CH2:21][CH:22]2[O:36][CH3:37])[C:18](=[O:40])[C:17](=[O:41])[N:16]2[CH:11]([CH2:12][CH2:13][CH2:14][CH2:15]2)[C:10](=[O:42])[O:9][CH:8]([C:43]([CH3:64])=[CH:44][CH:45]2[CH2:50][CH2:49][CH:48]([O:51][CH2:52][CH2:53][O:54][CH2:55][C:56]3[CH:57]=[CH:58][CH:59]=[CH:60][CH:61]=3)[CH:47]([O:62][CH3:63])[CH2:46]2)[CH:7]([CH3:65])[CH:6]([OH:66])[CH2:5][C:4]1=[O:74])[CH3:2]. Reported procedure: To a solution of 17-ethyl-20-fluoro-1-hydroxy-14-(tert-butyldimethylsiloxy)-12-[2'-(4"-(2-benzyloxyethoxy)-3"-methoxycyclohexyl)-1'-methylvinyl]-23,25-dimethoxy-13,19,21,27-tetramethyl-11,28-dioxa-4-azatricyclo[22.3.1.04,9 ]octacos-18-ene-2,3,10,16tetraone (10 mg) in acetonitrile (500 μl) is added a solution of 2% HF in aqueous acetonitrile (200 μl), and the mixture is stirred at room temperature. After 2.5 hours, the solution is diluted with ethyl acetate, extracted with saturated sodium bicarb... Reactants: O=N[O-], Nc1ccc(Cc2cccnc2)cc1, [Na+], [Na+], [OH-], O, O=S(=O)(O)O. Product: Oc1ccc(Cc2cccnc2)cc1. Reaction SMILES: [N:1]([O-:2])=[O:3].[NH2:5][c:6]1[cH:7][cH:8][c:9]([CH2:10][c:11]2[cH:12][n:13][cH:14][cH:15][cH:16]2)[cH:17][cH:18]1.[Na+:20].[Na+:4].[OH-:19].[OH2:21].[S:22](=[O:23])(=[O:24])([OH:25])[OH:26]>>[c:6]1([OH:19])[cH:7][cH:8][c:9]([CH2:10][c:11]2[cH:12][n:13][cH:14][cH:15][cH:16]2)[cH:17][cH:18]1. Reactants: ClC1=NC(=NC(=N1)NCCCCC1CC(N(C(C1)(C)C)OC)(C)C)NCCCCC1CC(N(C(C1)(C)C)OC)(C)C (2-chloro-4,6-bis[N-(1-methoxy-2,2,6,6-tetramethylpiperidin-4-yl)butylamino]-1,3,5-triazine), NCC(=O)O (glycine). Product: CON1C(CC(CC1(C)C)CCCCNC1=NC(=NC(=N1)NCCCCC1CC(N(C(C1)(C)C)OC)(C)C)NCC(=O)O)(C)C (N-{4,6-Bis[N-(1-methoxy-2,2,6,6-tetramethylpiperidin-4-yl)butylamino]-1,3,5-triazin-2-yl}glycine). RXN SMILES: Cl[C:2]1[N:7]=[C:6]([NH:8][CH2:9][CH2:10][CH2:11][CH2:12][CH:13]2[CH2:18][C:17]([CH3:20])([CH3:19])[N:16]([O:21][CH3:22])[C:15]([CH3:24])([CH3:23])[CH2:14]2)[N:5]=[C:4]([NH:25][CH2:26][CH2:27][CH2:28][CH2:29][CH:30]2[CH2:35][C:34]([CH3:37])([CH3:36])[N:33]([O:38][CH3:39])[C:32]([CH3:41])([CH3:40])[CH2:31]2)[N:3]=1.[NH2:42][CH2:43][C:44]([OH:46])=[O:45]>>[CH3:22][O:21][N:16]1[C:15]([CH3:23])([CH3:24])[CH2:14][CH:13]([CH2:12][CH2:11][CH2:10][CH2:9][NH:8][C:6]2[N:5]=[C:4]([NH:25][CH2:26][CH2:27][CH2:28][CH2:29][CH:30]3[CH2:35][C:34]([CH3:36])([CH3:37])[N:33]([O:38][CH3:39])[C:32]([CH3:40])([CH3:41])[CH2:31]3)[N:3]=[C:2]([NH:42][CH2:43][C:44]([OH:46])=[O:45])[N:7]=2)[CH2:18][C:17]1([CH3:20])[CH3:19]. Procedure: The title compound is prepared from the reaction of 2-chloro-4,6-bis[N-(1-methoxy-2,2,6,6-tetramethylpiperidin-4-yl)butylamino]-1,3,5-triazine and glycine according to the procedure of Example 15. The reactants are CC(C)(O)c1ncc(Br)s1, [I-], [I-], O, COC(=O)CCS, [Zn+2]. Yields the product COC(=O)CCSC(C)(C)c1ncc(Br)s1. Reaction SMILES: [Br:1][c:2]1[cH:3][n:4][c:5]([C:7]([CH3:8])([CH3:9])[OH:10])[s:6]1.[I-:19].[I-:21].[OH2:18].[SH:11][CH2:12][CH2:13][C:14](=[O:15])[O:16][CH3:17].[Zn+2:20]>>[Br:1][c:2]1[cH:3][n:4][c:5]([C:7]([CH3:8])([CH3:9])[S:11][CH2:12][CH2:13][C:14](=[O:15])[O:16][CH3:17])[s:6]1.